From a dataset of the Open Reaction Database (ORD), a public repository of structured organic reaction records. describe an organic reaction: reactants, conditions, products, and yield Reactants: C(C)OC(C(CC1=CC=C(C=C1)C1=CC=CC=C1)(S(=O)(=O)C=1N(C=CN1)C)C)=O (3-biphenyl-4-yl-2-methyl2-(1-methyl-1H-imidazole-2-sulfonyl)-propionic acid ethyl ester), [OH-].[Na+] (sodium hydroxide), solid. Solvent: C(C)O (ethanol). The product is C1(=CC=C(C=C1)CC(C(=O)O)(S(=O)(=O)C=1N(C=CN1)C)C)C1=CC=CC=C1 (3-Biphenyl-4-yl-2-methyl-2-(1-methyl-1H-imidazole-2-sulfonyl)-propionic acid). RXN SMILES: C([O:3][C:4](=[O:29])[C:5]([CH3:28])([S:19]([C:22]1[N:23]([CH3:27])[CH:24]=[CH:25][N:26]=1)(=[O:21])=[O:20])[CH2:6][C:7]1[CH:12]=[CH:11][C:10]([C:13]2[CH:18]=[CH:17][CH:16]=[CH:15][CH:14]=2)=[CH:9][CH:8]=1)C.[OH-].[Na+]>C(O)C>[C:10]1([C:13]2[CH:14]=[CH:15][CH:16]=[CH:17][CH:18]=2)[CH:9]=[CH:8][C:7]([CH2:6][C:5]([CH3:28])([S:19]([C:22]2[N:23]([CH3:27])[CH:24]=[CH:25][N:26]=2)(=[O:21])=[O:20])[C:4]([OH:29])=[O:3])=[CH:12][CH:11]=1 |f:1.2|. Procedure details: 3-Biphenyl-4-yl-2-methyl-2-(1-methyl-1H-imidazole-2-sulfonyl)-propionic acid was prepared according to the general method as outlined in example 9. Starting from 3-biphenyl-4-yl-2-methyl2-(1-methyl-1H-imidazole-2-sulfonyl)-propionic acid ethyl ester (5.0 g, 11.9 mmol), ethanol (15 mL) and 10 N sodium hydroxide (10 mL). Yield 2.8 g (61%); brown solid mp 119-122° C.; MS 385.2 (M+H). Reactants: C(C)C1(C2C3CCCC3C(C1)C2)C21C(CC(C=C2)C1)C(=O)[O-] (8-ethyl-8-tricyclo[5.2.1.02,6]decanyl-5-norbornene-2-carboxylate), C1(\C=C/C(=O)O1)=O (maleic anhydride), C1[C@@H]2C=C[C@H]1C3C2C(=O)OC3=O (cis-5-norbornene-endo-2,3-dicarboxylic anhydride), C(C=C)(=O)O (acrylic acid), C(C)(=O)OCC (ethyl acetate). The product is C(C)C1(C2C3CCCC3C(C1)C2)C21C(CC(C=C2)C1)C(=O)[O-].C1(\C=C/C(=O)O1)=O.C1[C@@H]2C=C[C@H]1C3C2C(=O)OC3=O.C(C=C)(=O)O (8-ethyl-8-tricyclo[5.2.1.02,6]decanyl-5-norbornene-2-carboxylate maleic Anhydride cis-5-norbornene-endo-2,3-dicarboxylic Anhydride acrylic Acid). RXN SMILES: [CH2:1]([C:3]1([C:13]23[CH2:19][CH:16]([CH:17]=[CH:18]2)[CH2:15][CH:14]3[C:20]([O-:22])=[O:21])[CH2:11][CH:10]2[CH2:12][CH:4]1[CH:5]1[CH:9]2[CH2:8][CH2:7][CH2:6]1)[CH3:2].[C:23]1(=[O:29])[O:28][C:26](=[O:27])[CH:25]=[CH:24]1.[CH2:30]1[C@@H:34]2[CH:35]3[C:40](=[O:41])[O:39][C:37](=[O:38])[CH:36]3[C@H:31]1[CH:32]=[CH:33]2.[C:42]([OH:46])(=[O:45])[CH:43]=[CH2:44].C(OCC)(=O)C>>[CH2:1]([C:3]1([C:13]23[CH2:19][CH:16]([CH:17]=[CH:18]2)[CH2:15][CH:14]3[C:20]([O-:22])=[O:21])[CH2:11][CH:10]2[CH2:12][CH:4]1[CH:5]1[CH:9]2[CH2:8][CH2:7][CH2:6]1)[CH3:2].[C:26]1(=[O:27])[O:28][C:23](=[O:29])[CH:24]=[CH:25]1.[CH2:30]1[C@@H:34]2[CH:35]3[C:40](=[O:41])[O:39][C:37](=[O:38])[CH:36]3[C@H:31]1[CH:32]=[CH:33]2.[C:42]([OH:46])(=[O:45])[CH:43]=[CH2:44] |f:5.6.7.8|. Reported procedure: 80 mmol of 8-ethyl-8-tricyclo[5.2.1.02,6]decanyl-5-norbornene-2-carboxylate, 100 mmol of maleic anhydride, 15 mmol of cis-5-norbornene-endo-2,3-dicarboxylic anhydride and 5 mmol of acrylic acid were dissolved in 1 equivalent of anhydrous ethyl acetate, and then polymerization and separation were carried out in the same manner as in Example 18, to separate 4.56 g of a polymer. Yields the product CN(CCCNC(C=C)=O)C (N-(3-dimethylaminopropyl)acrylamide). As a reaction SMILES: [CH3:1][N:2]([CH3:13])[CH2:3][CH2:4][CH2:5][NH:6][C:7](=[O:12])[CH2:8][CH2:9]OC.[OH-].[Na+]>>[CH3:13][N:2]([CH3:1])[CH2:3][CH2:4][CH2:5][NH:6][C:7](=[O:12])[CH:8]=[CH2:9] |f:1.2|. The reactants are CN(CCCNC(CCOC)=O)C (N-(3-dimethylaminopropyl)-3-methoxypropionamide), [OH-].[Na+] (sodium hydroxide). Procedure details: 188.3 g (1.0 mole) of N-(3-dimethylaminopropyl)-3-methoxypropionamide (according to Example 13 ) are heated with 1.5 g of sodium hydroxide at 90°-110° C. in a high vacuum. Within about 30 minutes methanol is split off, vigorous forming occurring. The temperature is increased and 103 g (0.66 mole=66% of the theoretical yield) of colorless oil having a Bp0.1 of 96°-100° C. are distilled off.